This data is from the Open Reaction Database (ORD), a public repository of structured organic reaction records. The task is: describe an organic reaction: reactants, conditions, products, and yield The reactants are ClC=1C=C(C(=O)OO)C=CC1 (3-Chloroperoxybenzoic acid), IC1=C(C=CC=C1)SC (2-iodothioanisole), [OH-].[Ca+2].[OH-] (Calcium hydroxide). The solvent is ClCCl (dichloromethane). Run at time 1 hour. The product is C(C)(=O)OCC.CCCC(C)C (ethyl acetate isohexane), IC1=C(C=CC=C1)S(=O)C (1-iodo-2-(methylsulfinyl)benzene). Yield: 175.5%. As a reaction SMILES: Cl[C:2]1[CH:3]=[C:4]([CH:9]=C[CH:11]=1)[C:5]([O:7]O)=[O:6].[I:12][C:13]1[CH:18]=[CH:17][CH:16]=[CH:15][C:14]=1[S:19][CH3:20].[OH-:21].[Ca+2].[OH-]>ClCCl>[C:5]([O:7][CH2:13][CH3:14])(=[O:6])[CH3:4].[CH3:11][CH2:2][CH2:3][CH:4]([CH3:9])[CH3:5].[I:12][C:13]1[CH:18]=[CH:17][CH:16]=[CH:15][C:14]=1[S:19]([CH3:20])=[O:21] |f:2.3.4,6.7|. Procedure: 3-Chloroperoxybenzoic acid (77%, 2.7 g, 11.99 mmol) was added to a solution of 2-iodothioanisole (3 g, 11.99 mmol) in dichloromethane (50 mL). The reaction was stirred for 1 hour. Calcium hydroxide (1.33 g, 18 mmol) was added and the mixture stirred for 15 minutes. The solid was removed by filtration through Hyflo®, washing well with dichloromethane. The filtrate was concentrated in vacuo. The residue was purified by flash column chromatography on silica, eluting with 20% then 40% ethyl acetate/... The reactants are C1(=CC=CC=C1)SCCCCOC1=CC=CC=2C(OC(NC21)=O)(C)C (8-(4-phenylmercapto-butoxy]-4,4-dimethyl-4H-3,1-benzoxazin-2-one), OO (hydrogen peroxide). Product: C1(=CC=CC=C1)S(=O)CCCCOC1=CC=CC=2C(OC(NC21)=O)(C)C (8-(4-Phenylsulfinyl-butoxy]-4,4-dimethyl-4H-3,1-benzoxazin-2-one). As a reaction SMILES: [C:1]1([S:7][CH2:8][CH2:9][CH2:10][CH2:11][O:12][C:13]2[C:22]3[NH:21][C:20](=[O:23])[O:19][C:18]([CH3:25])([CH3:24])[C:17]=3[CH:16]=[CH:15][CH:14]=2)[CH:6]=[CH:5][CH:4]=[CH:3][CH:2]=1.[OH:26]O>>[C:1]1([S:7]([CH2:8][CH2:9][CH2:10][CH2:11][O:12][C:13]2[C:22]3[NH:21][C:20](=[O:23])[O:19][C:18]([CH3:25])([CH3:24])[C:17]=3[CH:16]=[CH:15][CH:14]=2)=[O:26])[CH:6]=[CH:5][CH:4]=[CH:3][CH:2]=1. Reported procedure: Prepared analogously to Example 2 from 8-(4-phenylmercapto-butoxy]-4,4-dimethyl-4H-3,1-benzoxazin-2-one and hydrogen peroxide.